From a dataset of the Open Reaction Database (ORD), a public repository of structured organic reaction records. describe an organic reaction: reactants, conditions, products, and yield The reactants are FC1=C(C=C(C=C1)O)C (4-fluoro-3-methylphenol), [OH-].[K+] (potassium hydroxide), COC(CBr)OC (bromoacetaldehyde dimethyl acetal). Run in CS(=O)C (dimethyl sulphoxide), O (water). Procedure details: A mixture of 4-fluoro-3-methylphenol (36.7 g), potassium hydroxide pellets (19.5 g) and bromoacetaldehyde dimethyl acetal (34.6 ml) in dimethyl sulphoxide (240 ml) was heated at 110° for 24 h. The mixture was cooled, diluted with water (350 ml) and extracted with hexane. Evaporation of the extracts gave the title compound as an oil (52.3 g). Yields the product COC(COC1=CC(=C(C=C1)F)C)OC (1-(2,2-Dimethoxyethoxy)-4-fluoro-3-methylbenzene). As a reaction SMILES: [F:1][C:2]1[CH:7]=[CH:6][C:5]([OH:8])=[CH:4][C:3]=1[CH3:9].[OH-].[K+].[CH3:12][O:13][CH:14]([O:17][CH3:18])[CH2:15]Br>CS(C)=O.O>[CH3:12][O:13][CH:14]([O:17][CH3:18])[CH2:15][O:8][C:5]1[CH:6]=[CH:7][C:2]([F:1])=[C:3]([CH3:9])[CH:4]=1 |f:1.2|. Reactants: [Al+3], O=C([O-])O, CCC1(C)CC(=O)C2(C)CCC3c4ccc(OC)cc4CCC3C12, [H-], [H-], [H-], [H-], [Li+], [Na+], C1CCOC1. The product is CCC1(C)CC(O)C2(C)CCC3c4ccc(OC)cc4CCC3C12. As a reaction SMILES: [Al+3:2].[C:31](=[O:32])([O-:33])[OH:34].[CH2:7]([CH3:8])[C:9]1([CH3:30])[CH2:10][C:11](=[O:29])[C:12]2([CH3:13])[CH:14]1[CH:15]1[CH2:16][CH2:17][c:18]3[cH:19][c:20]([O:27][CH3:28])[cH:21][cH:22][c:23]3[CH:24]1[CH2:25][CH2:26]2.[H-:1].[H-:4].[H-:5].[H-:6].[Li+:3].[Na+:35].[O:36]1[CH2:37][CH2:38][CH2:39][CH2:40]1>>[CH2:7]([CH3:8])[C:9]1([CH3:30])[CH2:10][CH:11]([OH:29])[C:12]2([CH3:13])[CH:14]1[CH:15]1[CH2:16][CH2:17][c:18]3[cH:19][c:20]([O:27][CH3:28])[cH:21][cH:22][c:23]3[CH:24]1[CH2:25][CH2:26]2. Yields the product ClC1=CC=C(C=C1)C1=C(C=CC(=C1)F)C=O (4-Chloro-5'-Fluoro-2'-Formylbiphenyl). Reactants: C([O-])([O-])=O.[Ca+2] (calcium carbonate), BrBr (Bromine), ClC1=CC=C(C=C1)C1=C(C=CC(=C1)F)C (4-chloro-5'-fluoro-2'-methylbiphenyl). RXN SMILES: BrBr.[Cl:3][C:4]1[CH:9]=[CH:8][C:7]([C:10]2[CH:15]=[C:14]([F:16])[CH:13]=[CH:12][C:11]=2[CH3:17])=[CH:6][CH:5]=1.C(=O)([O-])[O-:19].[Ca+2]>O>[Cl:3][C:4]1[CH:5]=[CH:6][C:7]([C:10]2[CH:15]=[C:14]([F:16])[CH:13]=[CH:12][C:11]=2[CH:17]=[O:19])=[CH:8][CH:9]=1 |f:2.3|. Reported procedure: Bromine (67 g) is added slowly to a stirred solution of 4-chloro-5'-fluoro-2'-methylbiphenyl (of 46.9 g) while being illuminated. The temperature is kept between 105-110° C. for 1 hour. Water (120 ml) and calcium carbonate (90 g) are then added to this product with stirring at reflux for 20 hours. The organics are extracted with chloroform (400 ml.), and the organic phase is washed with water, separated and dried (MgSO4). The chloroform is evaporated. The residue is recrystallized from hexane. Reaction conditions: time 1 hour. Solvent: O (Water). Reactants: N1N=NC(=C1)C=O (1H-1,2,3-triazole-4-carbaldehyde), CC(C)(C)S(=O)N (2-methylpropane-2-sulfinamide). Reagents/catalysts: CC([O-])C.CC([O-])C.CC([O-])C.CC([O-])C.[Ti+4] (Titanium tetraisopropoxide). The solvent is O1CCCC1 (tetrahydrofuran). Reaction conditions: time 30 minute. Product: N1N=NC(=C1)C=NS(=O)C(C)(C)C (N-((1H-1,2,3-triazol-4-yl)methylene)-2-methylpropane-2-sulfinamide). Yield: 97.9%. Reaction SMILES: [NH:1]1[CH:5]=[C:4]([CH:6]=O)[N:3]=[N:2]1.[CH3:8][C:9]([S:12]([NH2:14])=[O:13])([CH3:11])[CH3:10]>O1CCCC1.CC(C)[O-].CC(C)[O-].CC(C)[O-].CC(C)[O-].[Ti+4]>[NH:1]1[CH:5]=[C:4]([CH:6]=[N:14][S:12]([C:9]([CH3:11])([CH3:10])[CH3:8])=[O:13])[N:3]=[N:2]1 |f:3.4.5.6.7|. Procedure: 1H-1,2,3-triazole-4-carbaldehyde (1 g, 10.3 mmol) and 2-methylpropane-2-sulfinamide (1.25 g, 10.3 mmol) were dissolved in tetrahydrofuran (20 mL). Titanium tetraisopropoxide (3.1 mL, 10.5 mmol) was added and the reaction heated at reflux for 8 hours. After cooling to room temperature, the reaction was quenched by adding saturated aqueous sodium chloride solution (5 mL) followed by dilution with tetrahydrofuran (80 mL) and stirred for 30 minutes. The mixture was filtered through a pad of Arbocel ... Reactants: CCCCOC(=O)N1CCN(C(=O)C(CP(=O)(O)O)NC(=O)c2cc(NCCC(=O)OCC)nc(-c3ccccc3)n2)CC1, CO, Cl, [Na+], [OH-]. The product is CCCCOC(=O)N1CCN(C(=O)C(CP(=O)(O)O)NC(=O)c2cc(NCCC(=O)O)nc(-c3ccccc3)n2)CC1. RXN SMILES: [CH2:1]([CH2:2][CH2:3][CH3:4])[O:5][C:6](=[O:7])[N:8]1[CH2:9][CH2:10][N:11]([C:14]([CH:15]([CH2:16][P:17](=[O:18])([OH:19])[OH:20])[NH:21][C:22](=[O:23])[c:24]2[n:25][c:26](-[c:38]3[cH:39][cH:40][cH:41][cH:42][cH:43]3)[n:27][c:28]([NH:30][CH2:31][CH2:32][C:33](=[O:34])[O:35][CH2:36][CH3:37])[cH:29]2)=[O:44])[CH2:12][CH2:13]1.[CH3:48][OH:49].[ClH:47].[Na+:46].[OH-:45]>>[CH2:1]([CH2:2][CH2:3][CH3:4])[O:5][C:6](=[O:7])[N:8]1[CH2:9][CH2:10][N:11]([C:14]([CH:15]([CH2:16][P:17](=[O:18])([OH:19])[OH:20])[NH:21][C:22](=[O:23])[c:24]2[n:25][c:26](-[c:38]3[cH:39][cH:40][cH:41][cH:42][cH:43]3)[n:27][c:28]([NH:30][CH2:31][CH2:32][C:33](=[O:34])[OH:35])[cH:29]2)=[O:44])[CH2:12][CH2:13]1.